Dataset: the Open Reaction Database (ORD), a public repository of structured organic reaction records. Task: describe an organic reaction: reactants, conditions, products, and yield Reaction SMILES: [NH2:1][C:2]1[C:11]2[N:12]=[C:13]([CH2:23][O:24][CH2:25][CH3:26])[N:14]([CH2:15][CH:16]3[CH2:20][O:19]C(C)(C)[O:17]3)[C:10]=2[C:9]2[CH:8]=[CH:7][C:6]([O:27][CH:28]3[CH2:33][CH2:32][N:31](C(OC(C)(C)C)=O)[CH2:30][CH2:29]3)=[CH:5][C:4]=2[N:3]=1.[ClH:41].Cl.NC1C2N=C(COCC)N(CC(O)CO)C=2C2C=CC(ON3CCCCC3)=CC=2N=1>>[ClH:41].[ClH:41].[NH2:1][C:2]1[C:11]2[N:12]=[C:13]([CH2:23][O:24][CH2:25][CH3:26])[N:14]([CH2:15][CH:16]([OH:17])[CH2:20][OH:19])[C:10]=2[C:9]2[CH:8]=[CH:7][C:6]([O:27][CH:28]3[CH2:33][CH2:32][NH:31][CH2:30][CH2:29]3)=[CH:5][C:4]=2[N:3]=1 |f:1.2.3,4.5.6|. Procedure: Using the method described in Example 373, tert-butyl 4-{[4-amino-1-[(2,2-dimethyl-1,3-dioxolan-4-yl)methyl]-2-(ethoxymethyl)-1H-imidazo[4,5-c]quinolin-7-yl]oxy}piperidine-1-carboxylate (7.00 g, 12.6 mmol) was converted into 5.22 g of 3-[4-amino-2-(ethoxymethyl)-7-(piperidinyloxy)-1H-imidazo[4,5-c]quinolin-1-yl]propane-1,2-diol dihydrochloride, which was isolated as a tan powder, mp 278-280° C. Product: Cl.Cl.NC1=NC=2C=C(C=CC2C2=C1N=C(N2CC(CO)O)COCC)OC2CCNCC2 (3-[4-Amino 2-(ethoxymethyl)-7-(piperidin-4-yloxy)-1H-imidazo[4,5-c]quinolin-1-yl]propane-1,2-diol dihydrochloride). Starting materials: NC1=NC=2C=C(C=CC2C2=C1N=C(N2CC2OC(OC2)(C)C)COCC)OC2CCN(CC2)C(=O)OC(C)(C)C (tert-butyl 4-{[4-amino-1-[(2,2-dimethyl-1,3-dioxolan-4-yl)methyl]-2-(ethoxymethyl)-1H-imidazo[4,5-c]quinolin-7-yl]oxy}piperidine-1-carboxylate), Cl.Cl.NC1=NC=2C=C(C=CC2C2=C1N=C(N2CC(CO)O)COCC)ON2CCCCC2 (3-[4-amino-2-(ethoxymethyl)-7-(piperidinyloxy)-1H-imidazo[4,5-c]quinolin-1-yl]propane-1,2-diol dihydrochloride). Reactants: BrC=1C=C(C(=NC1)C1=CC=C(C=C1)OC)[N+](=O)[O-] (5-bromo-2-(4-methoxyphenyl)-3-nitropyridine), O.O.[Sn](Cl)Cl (tin(II) chloride dihydrate). Solvent: CCOC(=O)C (EtOAc), C(C)(=O)OCC (ethyl acetate). Reaction conditions: temperature 70 celsius, time 20 hour. Product: BrC=1C=C(C(=NC1)C1=CC=C(C=C1)OC)N (5-Bromo-2-(4-methoxyphenyl)pyridin-3-amine). RXN SMILES: [Br:1][C:2]1[CH:3]=[C:4]([N+:16]([O-])=O)[C:5]([C:8]2[CH:13]=[CH:12][C:11]([O:14][CH3:15])=[CH:10][CH:9]=2)=[N:6][CH:7]=1.O.O.[Sn](Cl)Cl>CCOC(C)=O>[Br:1][C:2]1[CH:3]=[C:4]([NH2:16])[C:5]([C:8]2[CH:9]=[CH:10][C:11]([O:14][CH3:15])=[CH:12][CH:13]=2)=[N:6][CH:7]=1 |f:1.2.3|. Procedure: To a stirred mixture of 5-bromo-2-(4-methoxyphenyl)-3-nitropyridine (0.19 g, 0.60 mmol) in EtOAc (10 mL) was added tin(II) chloride dihydrate (0.67 g, 3.00 mmol) in portions. Upon complete addition of the reducing agent, the mixture was carefully heated to 70° C. After 20 h, the reaction was cooled to rt and diluted with ethyl acetate, then washed with 1M NaOH, water, and brine. After drying over anhydrous sodium sulfate and filtration, the organic solvent was removed under reduced pressure. The... Reactants: [OH-].[Na+] (NaOH), CNC(OC[C@@H](CC1=CC=CC=C1)N)=O ((2R)-2-amino-3-phenylpropyl methylcarbamate), Cl (HCl), CS(=O)(=O)O (methansulfonic acid), [O-]C#N.[Na+] (sodium cyanate). Run in O (Water), ClCCl (dichloromethane), C(C)OCC (ethyl ether), ClCCl (dichloromethane). Run at time 1 day. The product is NC(=O)CNC(OC[C@@H](CC1=CC=CC=C1)N)=O ((2R)-2-amino-3-phenylpropyl (aminocarbonyl)methylcarbamate). RXN SMILES: [CH3:1][NH:2][C:3](=[O:15])[O:4][CH2:5][C@H:6]([NH2:14])[CH2:7][C:8]1[CH:13]=[CH:12][CH:11]=[CH:10][CH:9]=1.CS(O)(=O)=O.[O-:21][C:22]#[N:23].[Na+].[OH-].[Na+].Cl>ClCCl.C(OCC)C.O>[NH2:23][C:22]([CH2:1][NH:2][C:3](=[O:15])[O:4][CH2:5][C@H:6]([NH2:14])[CH2:7][C:8]1[CH:13]=[CH:12][CH:11]=[CH:10][CH:9]=1)=[O:21] |f:2.3,4.5|. Procedure: (2R)-2-amino-3-phenylpropyl methylcarbamate (11.932 mmol) was dissolved in dichloromethane and methansulfonic acid (3.1 ml, 4 eq) and sodium cyanate (5.39 g, 3 eq) was added in an ice bath. The resulting reaction mixture was stirred for 1 day. Water was added to terminate the reaction and the reaction mixture was basicified to pH8-9 with 1N NaOH solution. The organic layer was extracted 3 times with dichloromethane, dried over magnesium sulfate and concentrated in vacuo, to give oil. This was di... The reactants are C1CCOC1, CCCC(CN1CC(O)C1)N(C)C(=O)c1ccc(Cl)cc1, ClCCl, [H-], CCI, [Na+], [Na+], O=C([O-])O. The product is CCCC(CN1CC(OCC)C1)N(C)C(=O)c1ccc(Cl)cc1. As a reaction SMILES: [CH2:32]1[O:33][CH2:34][CH2:35][CH2:36]1.[Cl:1][c:2]1[cH:3][cH:4][c:5]([C:6](=[O:7])[N:8]([CH3:9])[CH:10]([CH2:11][N:12]2[CH2:13][CH:14]([OH:16])[CH2:15]2)[CH2:17][CH2:18][CH3:19])[cH:20][cH:21]1.[Cl:37][CH2:38][Cl:39].[H-:23].[I:24][CH2:25][CH3:26].[Na+:22].[Na+:31].[O-:27][C:28]([OH:29])=[O:30]>>[Cl:1][c:2]1[cH:3][cH:4][c:5]([C:6](=[O:7])[N:8]([CH3:9])[CH:10]([CH2:11][N:12]2[CH2:13][CH:14]([O:16][CH2:25][CH3:26])[CH2:15]2)[CH2:17][CH2:18][CH3:19])[cH:20][cH:21]1. Reactants: ClC1=CC=NC2=CC(=C(C=C12)OC)OCCCCl (4-chloro-7-(3-chloropropoxy)-6-methoxyquinoline), C([O-])([O-])=O.[K+].[K+] (potassium carbonate), N1CCCCC1 (piperidine). Solvent: CN(C)C=O (DMF). Run at temperature 70 celsius. Product: ClC1=CC=NC2=CC(=C(C=C12)OC)OCCCN1CCCCC1 (4-chloro-6-methoxy-7-(3-(piperidin-1-yl)propoxy)quinoline). Reaction SMILES: [Cl:1][C:2]1[C:11]2[C:6](=[CH:7][C:8]([O:14][CH2:15][CH2:16][CH2:17]Cl)=[C:9]([O:12][CH3:13])[CH:10]=2)[N:5]=[CH:4][CH:3]=1.C(=O)([O-])[O-].[K+].[K+].[NH:25]1[CH2:30][CH2:29][CH2:28][CH2:27][CH2:26]1>CN(C=O)C>[Cl:1][C:2]1[C:11]2[C:6](=[CH:7][C:8]([O:14][CH2:15][CH2:16][CH2:17][N:25]3[CH2:30][CH2:29][CH2:28][CH2:27][CH2:26]3)=[C:9]([O:12][CH3:13])[CH:10]=2)[N:5]=[CH:4][CH:3]=1 |f:1.2.3|. Procedure: To a solution of 4-chloro-7-(3-chloropropoxy)-6-methoxyquinoline (3.1 g, 0.0108 mole) NaI (2.4 g, 0.0162 mole), and potassium carbonate (7.5 g, 0.054 mole in DMF (100 mL), was added piperidine (6.4 mL, 0.065 mole). The mixture was heated to 70° C. for 16 h. The mixture was concentrated in vacuo then diluted with H2O (100 mL). The mixture was extracted with EtOAc (3×50 mL) and the organic extracts were washed with H2O and brine. The organic phase was dried over MgSO4, filtered, and concentrated i... Starting materials: O1CCOCC1 (1,4-dioxane), CN1CCC(CC1)NC (methyl-4-(methylamino)piperidine), ClC1=NC(=NC(=N1)NC1=CC(=C(C=C1)OC)Cl)NC(CO)CO (2-[4-chloro-6-(3-chloro-4-methoxy-phenylamino)-[1,3,5]triazin-2-ylamino]-propane-1,3-diol), O1CCOCC1 (1,4-dioxane), [OH-].[Na+] (NaOH). Product: ClC=1C=C(C=CC1OCC)NC1=NC(=NC(=N1)N(C1CCN(CC1)C)C)NC(CO)CO (2-(4-(3-chloro-4-ethoxy-phenylamino)-6-[methyl-(1-methyl-piperidin-4-yl)-amino]-[1,3,5]triazin-2-ylamino)-propane-1,3-diol). As a reaction SMILES: Cl[C:2]1[N:7]=[C:6]([NH:8][C:9]2[CH:14]=[CH:13][C:12]([O:15][CH3:16])=[C:11]([Cl:17])[CH:10]=2)[N:5]=[C:4]([NH:18][CH:19]([CH2:22][OH:23])[CH2:20][OH:21])[N:3]=1.[CH3:24][N:25]1[CH2:30][CH2:29][CH:28]([NH:31][CH3:32])[CH2:27][CH2:26]1.[OH-].[Na+].O1CCOC[CH2:36]1>>[Cl:17][C:11]1[CH:10]=[C:9]([NH:8][C:6]2[N:7]=[C:2]([N:31]([CH3:32])[CH:28]3[CH2:29][CH2:30][N:25]([CH3:24])[CH2:26][CH2:27]3)[N:3]=[C:4]([NH:18][CH:19]([CH2:22][OH:23])[CH2:20][OH:21])[N:5]=2)[CH:14]=[CH:13][C:12]=1[O:15][CH2:16][CH3:36] |f:2.3|. Procedure: To 131 (0.979 g, 0.271 mmol) dissolved in 3 mL 1,4-dioxane was added methyl-4-(methylamino)piperidine (0.05 mL, 0.34 mmol) dissolved in 2 mL 1,4-dioxane followed by the addition of 2.5 N NaOH (aq) (0.11 mL, 0.275 mmol). The mixture was heated at reflux for 3 h 45 min, cooled to about room temperature, and then concentrated under reduced pressure. The resulting material was diluted with dichloromethane and filtered. The filtrate was then concentrated affording 56.5 mg of material. The crude mater... The reactants are B, C=CCC1(c2ccccc2)CCN(C(C)c2ccc(Br)cc2)C(=O)O1, C1CCOC1, C1CCOC1. Product: CC(c1ccc(Br)cc1)N1CCC(CCCO)(c2ccccc2)OC1=O. As a reaction SMILES: [BH3:26].[CH2:1]([CH:2]=[CH2:3])[C:4]1([c:20]2[cH:21][cH:22][cH:23][cH:24][cH:25]2)[CH2:5][CH2:6][N:7]([CH:11]([CH3:12])[c:13]2[cH:14][cH:15][c:16]([Br:19])[cH:17][cH:18]2)[C:8](=[O:10])[O:9]1.[CH2:27]1[CH2:30][CH2:29][CH2:28][O:31]1.[O:32]1[CH2:33][CH2:34][CH2:35][CH2:36]1>>[CH2:1]([CH2:2][CH2:3][OH:31])[C:4]1([c:20]2[cH:21][cH:22][cH:23][cH:24][cH:25]2)[CH2:5][CH2:6][N:7]([CH:11]([CH3:12])[c:13]2[cH:14][cH:15][c:16]([Br:19])[cH:17][cH:18]2)[C:8](=[O:10])[O:9]1.